This data is from the Open Reaction Database (ORD), a public repository of structured organic reaction records. The task is: describe an organic reaction: reactants, conditions, products, and yield Reactants: C(#N)C=1C(=C(C=CC1F)[C@H]1CN2[C@@H](CO1)CN(CC2)C(=O)OC(C)(C)C)C ((3S,9aR)-tert-Butyl 3-(3-cyano-4-fluoro-2-methylphenyl)hexahydropyrazino[2,1-c][1,4]oxazine-8(1H)-carboxylate), Cl (HCl). Solvent: CC(C)O (2-propanol), CC(C)O (2-propanol). Conditions: temperature 50 celsius, time 8 hour. Yields the product Cl.FC1=CC=C(C(=C1C#N)C)[C@H]1CN2[C@@H](CO1)CNCC2 (6-fluoro-2-methyl-3-[(3S,9aR)-octahydropyrazino[2,1-c][1,4]oxazin-3-yl]benzonitrile hydrochloride). RXN SMILES: [C:1]([C:3]1[C:4]([CH3:27])=[C:5]([C@@H:10]2[O:15][CH2:14][C@H:13]3[CH2:16][N:17](C(OC(C)(C)C)=O)[CH2:18][CH2:19][N:12]3[CH2:11]2)[CH:6]=[CH:7][C:8]=1[F:9])#[N:2].[ClH:28]>CC(O)C>[ClH:28].[F:9][C:8]1[C:3]([C:1]#[N:2])=[C:4]([CH3:27])[C:5]([C@@H:10]2[O:15][CH2:14][C@H:13]3[CH2:16][NH:17][CH2:18][CH2:19][N:12]3[CH2:11]2)=[CH:6][CH:7]=1 |f:3.4|. Procedure: (3S,9aR)-tert-Butyl 3-(3-cyano-4-fluoro-2-methylphenyl)hexahydropyrazino[2,1-c][1,4]oxazine-8(1H)-carboxylate (158.8 g, 423.0 mmol) was suspended with 318 mL of 2-propanol. The resulting slurry was treated with HCl solution in 2-propanol (5.5 M, 1000 mL, 5499 mmol), and the mixture was heated to 50° C. for 2 hours. The mixture was concentrated to remove approximately 400 mL of 2-propanol, then was cooled to rt and agitated overnight. The mixture was filtered to collect the solid product and the ... Reactants: C(C)(C)(C)OC(NC1=C(C=C(C(=C1)NCC(C)C)C(F)(F)F)NC(CC(C1=CC(=CC=C1)N1N=NC=C1)=O)=O)=O ({5-(isobutyl-amino)-2-[3-oxo-3-(3-[1,2,3]triazol-1-yl-phenyl)-propionylamino]-4-trifluoromethyl-phenyl}-carbamic acid tert-butyl ester), C(=O)(C(F)(F)F)O (TFA). The solvent is C(Cl)Cl (CH2Cl2). Yields the product C(C(C)C)NC1=CC2=C(NC(CC(=N2)C2=CC(=CC=C2)N2N=NC=C2)=O)C=C1C(F)(F)F (7-(Isobutyl-amino)-4-(3-[1,2,3]triazol-1-yl-phenyl)-8-trifluoromethyl-1,3-dihydro-benzo[b][1,4]diazepin-2-one), solid. Isolated yield 56.0%. RXN SMILES: C(OC(=O)[NH:7][C:8]1[CH:13]=[C:12]([NH:14][CH2:15][CH:16]([CH3:18])[CH3:17])[C:11]([C:19]([F:22])([F:21])[F:20])=[CH:10][C:9]=1[NH:23][C:24](=[O:39])[CH2:25][C:26](=O)[C:27]1[CH:32]=[CH:31][CH:30]=[C:29]([N:33]2[CH:37]=[CH:36][N:35]=[N:34]2)[CH:28]=1)(C)(C)C.C(O)(C(F)(F)F)=O>C(Cl)Cl>[CH2:15]([NH:14][C:12]1[C:11]([C:19]([F:20])([F:21])[F:22])=[CH:10][C:9]2[NH:23][C:24](=[O:39])[CH2:25][C:26]([C:27]3[CH:32]=[CH:31][CH:30]=[C:29]([N:33]4[CH:37]=[CH:36][N:35]=[N:34]4)[CH:28]=3)=[N:7][C:8]=2[CH:13]=1)[CH:16]([CH3:17])[CH3:18]. Procedure details: The title compound was prepared from {5-(isobutyl-amino)-2-[3-oxo-3-(3-[1,2,3]triazol-1-yl-phenyl)-propionylamino]-4-trifluoromethyl-phenyl}-carbamic acid tert-butyl ester (Example M128) (0.34 g, 0.61 mmol) by treatment with TFA in CH2Cl2 according to the general procedure N. Obtained as a light brown solid (150 mg, 56%). As a reaction SMILES: CCOCC.Br[C:7]1[CH:12]=[CH:11][C:10]([O:13][CH3:14])=[CH:9][CH:8]=1.[CH3:15][N:16]([CH3:29])[C:17]1(C#N)[CH2:26][CH2:25][C:20]2([O:24][CH2:23][CH2:22][O:21]2)[CH2:19][CH2:18]1>C1COCC1>[CH3:14][O:13][C:10]1[CH:11]=[CH:12][C:7]([C:17]2([N:16]([CH3:29])[CH3:15])[CH2:26][CH2:25][C:20]3([O:24][CH2:23][CH2:22][O:21]3)[CH2:19][CH2:18]2)=[CH:8][CH:9]=1. Procedure details: Magnesium (3.65 g, 150 mmol) and an iodine crystal were provided in a nitrogen atmosphere and heated. Abs. ether (10 mL) was then added and a solution of 4-bromoanisole (18.8 mL, 150 mmol) in abs. ether (150 mL) was added in drops so that the ether lightly boiled. The solution formed was subsequently stirred for 1 h at RT and then mixed in drops with a solution of 8-dimethylamino-1,4-dioxa-spiro[4.5]decane-8-carbonitrile (10.5 g, 50.0 mmol) in abs. THF (100 mL), and the solution heated to 37-40°... The product is COC1=CC=C(C=C1)C1(CCC2(OCCO2)CC1)N(C)C ([8-(4-methoxy-phenyl)-1,4-dioxa-spiro[4.5]dec-8-yl]-dimethylamine). Solvent: C1CCOC1 (THF). Run at time 1 hour. Starting materials: CCOCC (ether), CN(C1(CCC2(OCCO2)CC1)C#N)C (8-dimethylamino-1,4-dioxa-spiro[4.5]decane-8-carbonitrile), BrC1=CC=C(C=C1)OC (4-bromoanisole), CCOCC (ether), CCOCC (ether).